Dataset: the Open Reaction Database (ORD), a public repository of structured organic reaction records. Task: describe an organic reaction: reactants, conditions, products, and yield The reactants are C(C)(=O)OCC(=O)N1CCC(CC1)C=1SC(=C(N1)C1=C(C=C(C(=C1)F)F)F)C=1C=CC=2N(N1)C(=NN2)C(C)C (2-(4-(5-(3-isopropyl-[1,2,4]triazolo[4,3-b]pyridazin-6-yl)-4-(2,4,5-trifluorophenyl)thiazol-2-yl)piperidin-1-yl)-2-oxoethyl acetate), [OH-].[Na+] (NaOH). The solvent is C1CCOC1 (THF), O (water). Conditions: temperature 40 celsius, time 1 hour. Yields the product OCC(=O)N1CCC(CC1)C=1SC(=C(N1)C1=C(C=C(C(=C1)F)F)F)C=1C=CC=2N(N1)C(=NN2)C(C)C (2-Hydroxy-1-(4-(5-(3-isopropyl-[1,2,4]triazolo[4,3-b]pyridazin-6-yl)-4-(2,4,5-trifluorophenyl)thiazol-2-yl)piperidin-1-yl)ethanone). The yield is 72.0%. RXN SMILES: C([O:4][CH2:5][C:6]([N:8]1[CH2:13][CH2:12][CH:11]([C:14]2[S:15][C:16]([C:28]3[CH:29]=[CH:30][C:31]4[N:32]([C:34]([CH:37]([CH3:39])[CH3:38])=[N:35][N:36]=4)[N:33]=3)=[C:17]([C:19]3[CH:24]=[C:23]([F:25])[C:22]([F:26])=[CH:21][C:20]=3[F:27])[N:18]=2)[CH2:10][CH2:9]1)=[O:7])(=O)C.[OH-].[Na+]>C1COCC1.O>[OH:4][CH2:5][C:6]([N:8]1[CH2:9][CH2:10][CH:11]([C:14]2[S:15][C:16]([C:28]3[CH:29]=[CH:30][C:31]4[N:32]([C:34]([CH:37]([CH3:39])[CH3:38])=[N:35][N:36]=4)[N:33]=3)=[C:17]([C:19]3[CH:24]=[C:23]([F:25])[C:22]([F:26])=[CH:21][C:20]=3[F:27])[N:18]=2)[CH2:12][CH2:13]1)=[O:7] |f:1.2|. Procedure: A round-bottomed flask equipped with rubber septum and nitrogen inlet needle was charged with 2-(4-(5-(3-isopropyl-[1,2,4]triazolo[4,3-b]pyridazin-6-yl)-4-(2,4,5-trifluorophenyl)thiazol-2-yl)piperidin-1-yl)-2-oxoethyl acetate (0.22 g, 0.39 mmol, prepared using General Procedure Q.1 from Preparation #O.1.1.1 with TFA, General Procedure T.1 with acetoxyacetyl chloride) in THF (5.0 mL). A 1.0 M aqueous NaOH solution (2 mL, 2 mmol) was added. The reaction mixture was stirred at about 40° C. for abou... The reactants are CC(C)(C)OC(=O)COc1ccc(-c2ccccc2F)nn1, O=C(O)C(F)(F)F. Product: O=C(O)COc1ccc(-c2ccccc2F)nn1. As a reaction SMILES: [C:1]([CH3:2])([CH3:3])([CH3:4])[O:5][C:6]([CH2:7][O:8][c:9]1[n:10][n:11][c:12](-[c:15]2[c:16]([F:21])[cH:17][cH:18][cH:19][cH:20]2)[cH:13][cH:14]1)=[O:22].[F:23][C:24]([F:25])([F:26])[C:27]([OH:28])=[O:29]>>[O:5]=[C:6]([CH2:7][O:8][c:9]1[n:10][n:11][c:12](-[c:15]2[c:16]([F:21])[cH:17][cH:18][cH:19][cH:20]2)[cH:13][cH:14]1)[OH:22].